From a dataset of the Open Reaction Database (ORD), a public repository of structured organic reaction records. describe an organic reaction: reactants, conditions, products, and yield As a reaction SMILES: [C:9]([CH3:10])([CH3:11])([CH3:12])[O:13][C:14]([CH2:15][c:16]1[cH:17][c:18]([Cl:22])[n:19][cH:20][cH:21]1)=[O:23].[CH3:24][N:25]1[CH2:26][CH2:27][NH:28][CH2:29][CH2:30]1.[CH3:32][O:33][CH2:34][CH2:35][O:36][CH3:37].[CH:38](=[CH:39][C:40]([CH:41]=[CH:42][c:43]1[cH:44][cH:45][cH:46][cH:47][cH:48]1)=[O:49])[c:50]1[cH:51][cH:52][cH:53][cH:54][cH:55]1.[K+:6].[K+:7].[K+:8].[O:59]=[C:60]([CH:61]=[CH:62][c:63]1[cH:64][cH:65][cH:66][cH:67][cH:68]1)[CH:69]=[CH:70][c:71]1[cH:72][cH:73][cH:74][cH:75][cH:76]1.[O:77]=[C:78]([CH:79]=[CH:80][c:81]1[cH:82][cH:83][cH:84][cH:85][cH:86]1)[CH:87]=[CH:88][c:89]1[cH:90][cH:91][cH:92][cH:93][cH:94]1.[O:95]=[C:96]([CH:97]=[CH:98][c:99]1[cH:100][cH:101][cH:102][cH:103][cH:104]1)[CH:105]=[CH:106][c:107]1[cH:108][cH:109][cH:110][cH:111][cH:112]1.[P:1]([O-:2])([O-:3])([O-:4])=[O:5].[PH3:31].[Pd:56].[Pd:57].[Pd:58]>>[C:9]([CH3:10])([CH3:11])([CH3:12])[O:13][C:14]([CH2:15][c:16]1[cH:17][c:18]([N:28]2[CH2:27][CH2:26][N:25]([CH3:24])[CH2:30][CH2:29]2)[n:19][cH:20][cH:21]1)=[O:23]. Yields the product CN1CCN(c2cc(CC(=O)OC(C)(C)C)ccn2)CC1. The reactants are CC(C)(C)OC(=O)Cc1ccnc(Cl)c1, CN1CCNCC1, COCCOC, O=C(C=Cc1ccccc1)C=Cc1ccccc1, [K+], [K+], [K+], O=C(C=Cc1ccccc1)C=Cc1ccccc1, O=C(C=Cc1ccccc1)C=Cc1ccccc1, O=C(C=Cc1ccccc1)C=Cc1ccccc1, O=P([O-])([O-])[O-], P, [Pd], [Pd], [Pd]. The reactants are BrC1=CC=CC(=N1)NC(=S)N (N-(6-bromopyridin-2-yl)thiourea), COC1=C(CN)C(=CC=C1)OC (2,6-dimethoxybenzylamine), CI (methyl iodide), methyl N-(6-bromopyridin-2-yl)imidothiocarbamate hydroiodide. The solvent is C(C)O (ethanol), CO (methanol), CO (methanol). The product is BrC1=CC=CC(=N1)NC(=N)NCC1=C(C=CC=C1OC)OC (N-(6-bromopyridin-2-yl)-N′-(2,6-dimethoxybenzyl)guanidine). The yield is 73.5%. As a reaction SMILES: CI.[Br:3][C:4]1[N:9]=[C:8]([NH:10][C:11]([NH2:13])=S)[CH:7]=[CH:6][CH:5]=1.[CH3:14][O:15][C:16]1[CH:23]=[CH:22][CH:21]=[C:20]([O:24][CH3:25])[C:17]=1[CH2:18][NH2:19]>CO.C(O)C>[Br:3][C:4]1[N:9]=[C:8]([NH:10][C:11]([NH:19][CH2:18][C:17]2[C:20]([O:24][CH3:25])=[CH:21][CH:22]=[CH:23][C:16]=2[O:15][CH3:14])=[NH:13])[CH:7]=[CH:6][CH:5]=1. Reported procedure: 0.37 mL (5.89 mmol) methyl iodide diluted in 2 mL methanol was added dropwise to 1.032 g (4.46 mmol) N-(6-bromopyridin-2-yl)thiourea suspended in 30 mL methanol, and the mixture was heated for 2 hr under reflux. The reaction mixture was in solution. The methylated intermediate product, consisting of methyl N-(6-bromopyridin-2-yl)imidothiocarbamate hydroiodide (ESI-MS [M+H+]=247.85 calculated for C7H8BrN3S=246), was freed of solvent under vacuum. The intermediate product was then suspended in 30 ...